From a dataset of the Open Reaction Database (ORD), a public repository of structured organic reaction records. describe an organic reaction: reactants, conditions, products, and yield Starting materials: C=O, ClCCl, ClCCCl, CCCCCCCCNCCCCCCCC, [Na+], [Na+], O=S(=O)([O-])[O-], c1nc[nH]n1. The product is CCCCCCCCN(CCCCCCCC)Cn1cncn1. Reaction SMILES: [CH2:1]=[O:2].[CH2:32]([Cl:33])[Cl:34].[CH2:35]([Cl:36])[CH2:37][Cl:38].[CH2:3]([CH2:4][CH2:5][CH2:6][CH2:7][CH2:8][CH2:9][CH3:10])[NH:11][CH2:12][CH2:13][CH2:14][CH2:15][CH2:16][CH2:17][CH2:18][CH3:19].[Na+:25].[Na+:26].[O-:27][S:28](=[O:29])(=[O:30])[O-:31].[nH:20]1[n:21][cH:22][n:23][cH:24]1>>[CH2:1]([N:11]([CH2:3][CH2:4][CH2:5][CH2:6][CH2:7][CH2:8][CH2:9][CH3:10])[CH2:12][CH2:13][CH2:14][CH2:15][CH2:16][CH2:17][CH2:18][CH3:19])[n:20]1[n:21][cH:22][n:23][cH:24]1. Starting materials: P(Cl)(Cl)(Cl)(Cl)Cl (phosphorus pentachloride), sh 215, sh 330, ClC=1C=CC2=C(C(=NCC=3N2C(N(C3C(=O)O)C)=O)C3=C(C=CC=C3)Cl)C1 (8-chloro-6-(2-chlorophenyl)-1,2-dihydro-2-methyl-1-oxo-4H-imidazo[1,5-a][1,4]benzodiazepin-3-carboxylic acid), [OH-].[NH4+] (ammonium hydroxide), C(Cl)(Cl)Cl (CHCl3). The solvent is C(Cl)Cl (methylene chloride). Reaction conditions: time 30 minute. Product: ClC=1C=CC2=C(C(=NCC=3N2C(N(C3C(=O)N)C)=O)C3=C(C=CC=C3)Cl)C1 (8-Chloro-6-(2-chlorophenyl)-1,2-dihydro-2-methyl-1-oxo-4H-imidazo [1,5-a][1,4]benzodiazepin-3-carboxamide). As a reaction SMILES: [Cl:1][C:2]1[CH:3]=[CH:4][C:5]2[N:11]3[C:12](=[O:19])[N:13]([CH3:18])[C:14]([C:15]([OH:17])=O)=[C:10]3[CH2:9][N:8]=[C:7]([C:20]3[CH:25]=[CH:24][CH:23]=[CH:22][C:21]=3[Cl:26])[C:6]=2[CH:27]=1.P(Cl)(Cl)(Cl)(Cl)Cl.[OH-].[NH4+:35].C(Cl)(Cl)Cl>C(Cl)Cl>[Cl:1][C:2]1[CH:3]=[CH:4][C:5]2[N:11]3[C:12](=[O:19])[N:13]([CH3:18])[C:14]([C:15]([NH2:35])=[O:17])=[C:10]3[CH2:9][N:8]=[C:7]([C:20]3[CH:25]=[CH:24][CH:23]=[CH:22][C:21]=3[Cl:26])[C:6]=2[CH:27]=1 |f:2.3|. Reported procedure: A stirred suspension of 3 g (0.0075 mole) of 8-chloro-6-(2-chlorophenyl)-1,2-dihydro-2-methyl-1-oxo-4H-imidazo[1,5-a][1,4]benzodiazepin-3-carboxylic acid in 90 ml of methylene chloride was cooled in an ice bath and treated with 1.9 g (0.009 mole) of phosphorus pentachloride in portions. Stirring in the cold under a drying tube was continued for 30 min. Ammonia was then bubbled into the cold solution for 5 min and stirring in the cold was continued 30 min. longer. Evaporation at reduced pressure ... Starting materials: CNC (dimethylamine), Cl (HCl), FC1=CC=C(C=C1)C12CC(CCN2CCC2=C1C=CC=C2)=O (11b-(4-fluorophenyl)-1,3,4,6,7,11b-hexahydro-2H-benzo[a]quinolizin-2-one), [BH3-]C#N.[Na+] (NaBH3CN), C([O-])([O-])=O.[Na+].[Na+] (sodium carbonate), ice, CNC (dimethyl amine), Cl (HCl), [BH3-]C#N.[Na+] (NaBH3CN). The solvent is CO (methanol), CCOCC (ether), CO (methanol), CO (methanol). Reaction conditions: time 5 minute. Yields the product FC1=CC=C(C=C1)C12CC(CCN2CCC2=C1C=CC=C2)N(C)C (11b-(4-fluorophenyl)-1,3,4,6,7,11b-hexahydro-N,N-dimethyl-2H-benzo[a]quinolizin-2-amine). Isolated yield 24.7%. As a reaction SMILES: [CH3:1][NH:2][CH3:3].Cl.[F:5][C:6]1[CH:11]=[CH:10][C:9]([C:12]23[C:21]4[CH:22]=[CH:23][CH:24]=[CH:25][C:20]=4[CH2:19][CH2:18][N:17]2[CH2:16][CH2:15][C:14](=O)[CH2:13]3)=[CH:8][CH:7]=1.[BH3-]C#N.[Na+].C(=O)([O-])[O-].[Na+].[Na+]>CO.CCOCC>[F:5][C:6]1[CH:11]=[CH:10][C:9]([C:12]23[C:21]4[CH:22]=[CH:23][CH:24]=[CH:25][C:20]=4[CH2:19][CH2:18][N:17]2[CH2:16][CH2:15][CH:14]([N:2]([CH3:3])[CH3:1])[CH2:13]3)=[CH:8][CH:7]=1 |f:3.4,5.6.7|. Reported procedure: To an ice-cold solution of 56 ml (2.16 M, 121 mmoles) of dimethyl amine in methanol is added 8 ml (5.0 N, 40 mmoles) of HCl in methanol. After 5 minutes, 5.9 g (20 mmoles) of 11b-(4-fluorophenyl)-1,3,4,6,7,11b-hexahydro-2H-benzo[a]quinolizin-2-one is added. Thereafter, 14 mmoles of NaBH3CN is added. After 24 hours, some molecular sieves are added. 24 hours later, additional molecular sieves are added. After a further 24 hours, an additional 14 mmoles of NaBH3CN is added. After still another 24 h... Reactants: Cl (hydrochloride), Cl (hydrogen chloride), C([O-])([O-])=O.[K+].[K+] (potassium carbonate), CN1[C@@H]2CC[C@H]1CC(C2)O.Cl (tropine hydrochloride), CC=1C=C(C(=O)Cl)C=C(C1)C (3,5-dimethylbenzoyl chloride), Cl (hydrogen chloride). Solvent: O (water). Product: CC1=CC(=CC(=C1)C(=O)OC2C[C@H]3CC[C@@H](C2)N3C)C.Cl (tropyl 3,5-dimethylbenzoate hydrochloride). Yield: 58.8%. As a reaction SMILES: [CH3:1][N:2]1[C@@H:6]2[CH2:7][CH:8]([OH:10])[CH2:9][C@H:3]1[CH2:4][CH2:5]2.Cl.[CH3:12][C:13]1[CH:14]=[C:15]([CH:19]=[C:20]([CH3:22])[CH:21]=1)[C:16]([Cl:18])=[O:17].Cl.C(=O)([O-])[O-].[K+].[K+]>O>[CH3:22][C:20]1[CH:19]=[C:15]([C:16]([O:10][CH:8]2[CH2:9][C@H:3]3[N:2]([CH3:1])[C@H:6]([CH2:5][CH2:4]3)[CH2:7]2)=[O:17])[CH:14]=[C:13]([CH3:12])[CH:21]=1.[ClH:18] |f:0.1,4.5.6,8.9|. Procedure details: A stirred mixture of tropine hydrochloride (5.27 g) and 3,5-dimethylbenzoyl chloride (5 g) is heated at 130°-140° C. for 30 minutes during which time the mixture liquifies, evolves hydrogen chloride gas and resolidifies. A solution of the cooled solid in water is basified with a solution of potassium carbonate and the base extracted with ethyl acetate. The ethyl acetate solution is washed several times with water, dried over mangnesium sulphate, and evaporated to yield the free base which is con... The reactants are ClC1=C(CC=2N=NC3=C(N2)C=CC(=C3)C)C=C(C=C1)[C@@H]1O[C@@H]([C@H]([C@@H]([C@H]1OCC1=CC=CC=C1)OCC1=CC=CC=C1)OCC1=CC=CC=C1)COCC1=CC=CC=C1 (3-(2-Chloro-5-((2S,3S,4R,5R,6R)-3,4,5-tris(benzyloxy)-6-(benzyloxymethyl)tetrahydro-2H-pyran-2-yl)benzyl)-7-methylbenzo[e][1,2,4]triazine), [Si](C)(C)(C)I (TMSI). The solvent is C(C)#N (acetonitrile). Conditions: time 1 day. Product: ClC1=C(C=C(C=C1)[C@@H]1O[C@@H]([C@H]([C@@H]([C@H]1O)O)O)CO)CC=1N=NC2=C(N1)C=CC(=C2)C ((2S,3R,4R,5S,6R)-2-(4-Chloro-3-((7-methylbenzo[e][1,2,4]triazin-3-yl)methyl)phenyl)-6-(hydroxymethyl)tetrahydro-2H-pyran-3,4,5-triol). Isolated yield 50.9%. RXN SMILES: [Cl:1][C:2]1[CH:19]=[CH:18][C:17]([C@H:20]2[C@H:25]([O:26]CC3C=CC=CC=3)[C@@H:24]([O:34]CC3C=CC=CC=3)[C@H:23]([O:42]CC3C=CC=CC=3)[C@@H:22]([CH2:50][O:51]CC3C=CC=CC=3)[O:21]2)=[CH:16][C:3]=1[CH2:4][C:5]1[N:6]=[N:7][C:8]2[CH:14]=[C:13]([CH3:15])[CH:12]=[CH:11][C:9]=2[N:10]=1.[Si](I)(C)(C)C>C(#N)C>[Cl:1][C:2]1[CH:19]=[CH:18][C:17]([C@H:20]2[C@H:25]([OH:26])[C@@H:24]([OH:34])[C@H:23]([OH:42])[C@@H:22]([CH2:50][OH:51])[O:21]2)=[CH:16][C:3]=1[CH2:4][C:5]1[N:6]=[N:7][C:8]2[CH:14]=[C:13]([CH3:15])[CH:12]=[CH:11][C:9]=2[N:10]=1. Reported procedure: 3-(2-Chloro-5-((2S,3S,4R,5R,6R)-3,4,5-tris(benzyloxy)-6-(benzyloxymethyl)tetrahydro-2H-pyran-2-yl)benzyl)-7-methylbenzo[e][1,2,4]triazine (115 mg, 0.15 mmol) in acetonitrile (10 ml) reacted with TMSI (146 mg, 0.73 mmol) at 0° C. The reaction mixture was stirred at room temperature for 1 day. After quenching the reaction with methanol, solvent was evaporated under reduced pressure. The residue was purified with silica gel (10% MeOH in CH2Cl2) to afford title compound (33 mg, 52% yield) as a light... Reaction conditions: temperature 60 celsius, time 12 hour. Product: CC1=NC2=CC=CC=C2C=C1 (2-methylquinoline). Starting materials: C(C)(=O)OCC (ethyl acetate), ClC1=C(COC=2C=CC=C3C=CC(=NC23)C)C(=CC=C1N(C)C(COS(=O)(=O)C)=O)Cl (8-[2,6-dichloro-3-(N-methanesulfonyloxyacetyl-N-methylamino)benzyloxy]-2-methylquinoline), NC=1C=C(C=CC1)C1=CC=C(C(=O)N(C)C)C=C1 (4-(3-aminophenyl)-N,N-dimethylbenzamide), C([O-])([O-])=O.[K+].[K+] (potassium carbonate). Reported procedure: A mixture of 8-[2,6-dichloro-3-(N-methanesulfonyloxyacetyl-N-methylamino)benzyloxy]-2-methylquinoline (110 mg), 4-(3-aminophenyl)-N,N-dimethylbenzamide (60.2 mg) and potassium carbonate (94.2 mg) in N,N -dimethylformamide (1 ml) was stirred for 12 hours at 60° C., and ethyl acetate and water were added thereto. The organic layer was washed with water and brine, dried over magnesium sulfate and concentrated in vacuo. The residue was purified by preparative thin-layer chromatography (chloroform:me... Reaction SMILES: ClC1C(N(C(=O)COS(C)(=O)=O)C)=CC=C(Cl)C=1CO[C:6]1[CH:7]=[CH:8][CH:9]=[C:10]2[C:15]=1[N:14]=[C:13]([CH3:16])[CH:12]=[CH:11]2.NC1C=C(C2C=CC(C(N(C)C)=O)=CC=2)C=CC=1.C(=O)([O-])[O-].[K+].[K+].C(OCC)(=O)C>CN(C)C=O.O>[CH3:16][C:13]1[CH:12]=[CH:11][C:10]2[C:15](=[CH:6][CH:7]=[CH:8][CH:9]=2)[N:14]=1 |f:2.3.4|. Yield: 92.1%. Solvent: O (water), CN(C=O)C (N,N -dimethylformamide). Reactants: Cc1cccc2c1C=C(C(=O)O)C2C, [Cl-], O=S(Cl)Cl. Yields the product Cc1cccc2c1C=C(C(=O)O)C2C, [Cl-]. As a reaction SMILES: [CH3:1][CH:2]1[C:3]([C:12](=[O:13])[OH:14])=[CH:4][c:5]2[c:6]([CH3:11])[cH:7][cH:8][cH:9][c:10]21.[Cl-:15].[S:16]([Cl:17])([Cl:18])=[O:19]>>[CH3:1][CH:2]1[C:3]([C:12](=[O:13])[OH:14])=[CH:4][c:5]2[c:6]([CH3:11])[cH:7][cH:8][cH:9][c:10]21.[Cl-:18]. The reactants are N1=CC(=CC=C1)C(=O)CCC (Propyl 3-pyridyl ketone), ClCC=C(C)C (1-chloro-3-methyl-2-butene), CC(C=CN1C=C(CCC1)C(=O)C)C (methyl 1-(3-methylbutenyl)-1,4,5,6-tetrahydro-3-pyridyl ketone). Yields the product [Cl-].CC(=CC[N+]1=CC(=CC=C1)C(CCC)=O)C (1 -(3-methyl-2-butenyl)-3-butyryl pyridinium chloride). RXN SMILES: [N:1]1[CH:6]=[CH:5][CH:4]=[C:3]([C:7]([CH2:9][CH2:10][CH3:11])=[O:8])[CH:2]=1.[Cl:12][CH2:13][CH:14]=[C:15]([CH3:17])[CH3:16].CC(C)C=CN1CCCC(C(C)=O)=C1>>[Cl-:12].[CH3:16][C:15]([CH3:17])=[CH:14][CH2:13][N+:1]1[CH:6]=[CH:5][CH:4]=[C:3]([C:7](=[O:8])[CH2:9][CH2:10][CH3:11])[CH:2]=1 |f:3.4|. Procedure details: Propyl 3-pyridyl ketone was reacted with 1-chloro-3-methyl-2-butene according to the procedure of Part (a) of Example 4 to give 1 -(3-methyl-2-butenyl)-3-butyryl pyridinium chloride as a cream coloured crystalline solid.